This data is from the Open Reaction Database (ORD), a public repository of structured organic reaction records. The task is: describe an organic reaction: reactants, conditions, products, and yield Starting materials: O=C([O-])[O-], CCOC(=O)CCCC(N)C(=O)OCC, COC(=O)CCCSCCCl, [Cs+], [Cs+], [I-], [K+], [Na+], O=C([O-])O, CN(C)C=O, O. Yields the product CCOC(=O)CCCC(NCCSCCCC(=O)OC)C(=O)OCC. Reaction SMILES: [C:1](=[O:2])([O-:3])[O-:4].[CH2:7]([CH3:8])[O:9][C:10]([CH:11]([CH2:12][CH2:13][CH2:14][C:15](=[O:16])[O:17][CH2:18][CH3:19])[NH2:20])=[O:21].[CH3:24][O:25][C:26]([CH2:27][CH2:28][CH2:29][S:30][CH2:31][CH2:32][Cl:33])=[O:34].[Cs+:5].[Cs+:6].[I-:23].[K+:22].[Na+:39].[O-:35][C:36]([OH:37])=[O:38].[O:40]=[CH:41][N:42]([CH3:43])[CH3:44].[OH2:45]>>[CH2:7]([CH3:8])[O:9][C:10]([CH:11]([CH2:12][CH2:13][CH2:14][C:15](=[O:16])[O:17][CH2:18][CH3:19])[NH:20][CH2:32][CH2:31][S:30][CH2:29][CH2:28][CH2:27][C:26]([O:25][CH3:24])=[O:34])=[O:21]. RXN SMILES: [BH4-:28].[C:1]([CH3:2])(=[O:3])[c:4]1[cH:5][cH:6][c:7](-[n:10]2[n:11][c:12]([NH:17][c:18]3[cH:19][cH:20][c:21]([S:24](=[O:25])(=[O:26])[CH3:27])[cH:22][cH:23]3)[c:13]([C:15]#[N:16])[cH:14]2)[cH:8][cH:9]1.[Na+:29].[O:31]1[CH2:32][CH2:33][O:34][CH2:35][CH2:36]1.[OH2:30]>>[CH:1]([CH3:2])([OH:3])[c:4]1[cH:5][cH:6][c:7](-[n:10]2[n:11][c:12]([NH:17][c:18]3[cH:19][cH:20][c:21]([S:24](=[O:25])(=[O:26])[CH3:27])[cH:22][cH:23]3)[c:13]([C:15]#[N:16])[cH:14]2)[cH:8][cH:9]1. Reactants: [BH4-], CC(=O)c1ccc(-n2cc(C#N)c(Nc3ccc(S(C)(=O)=O)cc3)n2)cc1, [Na+], C1COCCO1, O. Product: CC(O)c1ccc(-n2cc(C#N)c(Nc3ccc(S(C)(=O)=O)cc3)n2)cc1. Reactants: CC(C)(C)C1CCCCC1=O, CCC1COC2(CCCCC2C(C)(C)C)O1, CCC(O)CO, [Pd], [Ru]. Product: CCC(O)COC1CCCCC1C(C)(C)C. RXN SMILES: [C:17]([CH:18]1[CH2:19][CH2:20][CH2:21][CH2:22][C:23]1=[O:24])([CH3:25])([CH3:26])[CH3:27].[C:1]([CH3:2])([CH3:3])([CH3:4])[CH:5]1[C:6]2([O:7][CH2:8][CH:9]([CH2:11][CH3:12])[O:10]2)[CH2:13][CH2:14][CH2:15][CH2:16]1.[CH2:28]([OH:29])[CH:30]([OH:31])[CH2:32][CH3:33].[Pd:34].[Ru:35]>>[C:1]([CH3:2])([CH3:3])([CH3:4])[CH:5]1[CH:6]([O:7][CH2:8][CH:9]([OH:10])[CH2:11][CH3:12])[CH2:13][CH2:14][CH2:15][CH2:16]1. Starting materials: CC(=O)CC(C)C, Cc1nc2cccc(C)n2c(=O)c1CCCl, c1ccc2c(C3CCNCC3)c[nH]c2c1, [Na+], [Na+], O=C([O-])[O-], O. Yields the product Cc1nc2cccc(C)n2c(=O)c1CCN1CCC(c2c[nH]c3ccccc23)CC1. RXN SMILES: [CH3:38][CH:39]([CH3:40])[CH2:41][C:42](=[O:43])[CH3:44].[Cl:1][CH2:2][CH2:3][c:4]1[c:5]([CH3:16])[n:6][c:7]2[n:8]([c:9]1=[O:10])[c:11]([CH3:15])[cH:12][cH:13][cH:14]2.[NH:17]1[CH2:18][CH2:19][CH:20]([c:23]2[cH:24][nH:25][c:26]3[cH:27][cH:28][cH:29][cH:30][c:31]23)[CH2:21][CH2:22]1.[Na+:32].[Na+:33].[O-:34][C:35](=[O:36])[O-:37].[OH2:45]>>[CH2:2]([CH2:3][c:4]1[c:5]([CH3:16])[n:6][c:7]2[n:8]([c:9]1=[O:10])[c:11]([CH3:15])[cH:12][cH:13][cH:14]2)[N:17]1[CH2:18][CH2:19][CH:20]([c:23]2[cH:24][nH:25][c:26]3[cH:27][cH:28][cH:29][cH:30][c:31]23)[CH2:21][CH2:22]1. The reactants are B(Br)(Br)Br (Boron tribromide), ClCCl (dichloromethane), S1C2=C(C=C1)C(=CC=C2)N2CCN(CC2)CCCCN2C(C1=CC(=CC=C1C=C2)OC)=O (2-[4-(4-benzo[b]thiophen-4-yl-piperazin-1-yl)butyl]-7-methoxy-2H-isoquinolin-1-one). Solvent: O (Water). Product: Br.S1C2=C(C=C1)C(=CC=C2)N2CCN(CC2)CCCCN2C(C1=CC(=CC=C1C=C2)O)=O (2-[4-(4-benzo[b]thiophen-4-yl-piperazin-1-yl)butyl]-7-hydroxy-2H-isoquinolin-1-one hydrobromide). RXN SMILES: B(Br)(Br)[Br:2].ClCCl.[S:8]1[CH:12]=[CH:11][C:10]2[C:13]([N:17]3[CH2:22][CH2:21][N:20]([CH2:23][CH2:24][CH2:25][CH2:26][N:27]4[CH:36]=[CH:35][C:34]5[C:29](=[CH:30][C:31]([O:37]C)=[CH:32][CH:33]=5)[C:28]4=[O:39])[CH2:19][CH2:18]3)=[CH:14][CH:15]=[CH:16][C:9]1=2>O>[BrH:2].[S:8]1[CH:12]=[CH:11][C:10]2[C:13]([N:17]3[CH2:18][CH2:19][N:20]([CH2:23][CH2:24][CH2:25][CH2:26][N:27]4[CH:36]=[CH:35][C:34]5[C:29](=[CH:30][C:31]([OH:37])=[CH:32][CH:33]=5)[C:28]4=[O:39])[CH2:21][CH2:22]3)=[CH:14][CH:15]=[CH:16][C:9]1=2 |f:4.5|. Procedure details: Boron tribromide (2M dichloromethane solution, 1.0 ml) was added to a dichloromethane (50 ml) solution of 2-[4-(4-benzo[b]thiophen-4-yl-piperazin-1-yl)butyl]-7-methoxy-2H-isoquinolin-1-one (0.16 g) while being stirred under ice-cooling and stirred at room temperature for 3 days. Water was added to the reaction solution, which was then stirred at room temperature for 0.5 hour. Precipitated crystals were separated by filtration, recrystallized from ethyl acetate and thereby 2-[4-(4-benzo[b]thiophe...